This data is from the Open Reaction Database (ORD), a public repository of structured organic reaction records. The task is: describe an organic reaction: reactants, conditions, products, and yield Starting materials: CCCCCC.C(C)OC(C)=O (n-hexane ethylacetate), [Cr](=O)(=O)([O-])Cl.[NH+]1=CC=CC=C1 (pyridiniumchlorochromate), OC1OC=C([C@@H]2[C@H]1C(=CC2)CO)C(=O)OC (methyl (4aS,7aS)-1-hydroxy-7-hydroxymethyl-1,4a, 5,7a-tetrahydrocyclopenta[c]pyran4carboxylate). Run in C(Cl)Cl (methylene chloride). Conditions: time 3 hour. Product: C(=O)C1=CC[C@H]2[C@@H]1C(OC=C2C(=O)OC)O (methyl (4aS,7aS)-7-formyl-1-hydroxy-1,4a,5,7a-tetrahydrocyclopenta[c]pyran-4-carboxylate). The yield is 75.9%. Reaction SMILES: [OH:1][CH:2]1[C@@H:7]2[C:8]([CH2:11][OH:12])=[CH:9][CH2:10][C@@H:6]2[C:5]([C:13]([O:15][CH3:16])=[O:14])=[CH:4][O:3]1.[Cr](Cl)([O-])(=O)=O.[NH+]1C=CC=CC=1.CCCCCC.C(OC(=O)C)C>C(Cl)Cl>[CH:11]([C:8]1[C@H:7]2[CH:2]([OH:1])[O:3][CH:4]=[C:5]([C:13]([O:15][CH3:16])=[O:14])[C@H:6]2[CH2:10][CH:9]=1)=[O:12] |f:1.2,3.4|. Reported procedure: 0.5 g (2.21 mmol) of methyl (4aS,7aS)-1-hydroxy-7-hydroxymethyl-1,4a, 5,7a-tetrahydrocyclopenta[c]pyran4carboxylate was dissolved in 10 ml of dried methylene chloride, then 0.954 g (4.42 mmol) of pyridiniumchlorochromate was added thereto. The reaction solution was stirred for 3 hours, filtered through cellite and then the filtrate was concentrated. The residue was subjected to silica gel column chromatography (eluent: n-hexane/ethylacetate=2/1, v/v) to obtain 0.376 g (Yield 76%) of methyl (4aS,...